Dataset: the Open Reaction Database (ORD), a public repository of structured organic reaction records. Task: describe an organic reaction: reactants, conditions, products, and yield Reactants: COc1cc2cc(C(=O)Nc3cc(OCc4ccccc4)c4ccccc4c3CCCl)[nH]c2c(OC)c1OC, C1CCOC1. The product is COc1cc2cc(C(=O)Nc3cc(O)c4ccccc4c3CCCl)[nH]c2c(OC)c1OC. Reaction SMILES: [CH2:1]([c:2]1[cH:3][cH:4][cH:5][cH:6][cH:7]1)[O:8][c:9]1[cH:10][c:11]([NH:22][C:23](=[O:24])[c:25]2[nH:26][c:27]3[c:28]([O:38][CH3:39])[c:29]([O:36][CH3:37])[c:30]([O:34][CH3:35])[cH:31][c:32]3[cH:33]2)[c:12]([CH2:19][CH2:20][Cl:21])[c:13]2[cH:14][cH:15][cH:16][cH:17][c:18]12.[CH2:40]1[O:41][CH2:42][CH2:43][CH2:44]1>>[OH:8][c:9]1[cH:10][c:11]([NH:22][C:23](=[O:24])[c:25]2[nH:26][c:27]3[c:28]([O:38][CH3:39])[c:29]([O:36][CH3:37])[c:30]([O:34][CH3:35])[cH:31][c:32]3[cH:33]2)[c:12]([CH2:19][CH2:20][Cl:21])[c:13]2[cH:14][cH:15][cH:16][cH:17][c:18]12. Reactants: c1cc(-c2cnc(OC3CN4CCC3CC4)nc2)c2cc[nH]c2c1, OO. Product: [O-][N+]12CCC(CC1)C(Oc1ncc(-c3cccc4[nH]ccc34)cn1)C2. RXN SMILES: [N:1]12[CH2:2][CH:3]([O:9][c:10]3[n:11][cH:12][c:13](-[c:16]4[c:17]5[cH:18][cH:19][nH:20][c:21]5[cH:22][cH:23][cH:24]4)[cH:14][n:15]3)[CH:4]([CH2:5][CH2:6]1)[CH2:7][CH2:8]2.[OH:25][OH:26]>>[N+:1]12([O-:25])[CH2:2][CH:3]([O:9][c:10]3[n:11][cH:12][c:13](-[c:16]4[c:17]5[cH:18][cH:19][nH:20][c:21]5[cH:22][cH:23][cH:24]4)[cH:14][n:15]3)[CH:4]([CH2:5][CH2:6]1)[CH2:7][CH2:8]2. Starting materials: C1(CC1)C=1C=C2C=NN(C2=CC1)COCC[Si](C)(C)C (5-cyclopropyl-1-(2-trimethylsilanyl-ethoxymethyl)-1H-indazole), C(CN)N (ethylenediamine). The solvent is ClCCl (dichloromethane), FC(C(=O)O)(F)F (trifluoroacetic acid). Conditions: time 8 hour. Product: C1(CC1)C=1C=C2C=NNC2=CC1 (5-cyclopropyl-1H-indazole). The yield is 107.3%. Reaction SMILES: [CH:1]1([C:4]2[CH:5]=[C:6]3[C:10](=[CH:11][CH:12]=2)[N:9](COCC[Si](C)(C)C)[N:8]=[CH:7]3)[CH2:3][CH2:2]1.C(N)CN>ClCCl.FC(F)(F)C(O)=O>[CH:1]1([C:4]2[CH:5]=[C:6]3[C:10](=[CH:11][CH:12]=2)[NH:9][N:8]=[CH:7]3)[CH2:3][CH2:2]1. Reported procedure: In a 1 L round-bottomed flask, 5-cyclopropyl-1-(2-trimethylsilanyl-ethoxymethyl)-1H-indazole (1.7 g, 5.89 mmol) was dissolved in a solution of dichloromethane (292 mL) and trifluoroacetic acid (194 mL). After stirring at room temperature overnight, the reaction mixture was concentrated under reduced pressure. The resultant crude solid was dissolved in dichloromethane and ethylenediamine (24.2 mL, 5.89 mmol) was added. After stirring at room temperature overnight, the reaction mixture was poured ... Reactants: c1ccc(Cc2ccnnc2)cc1, CC(=O)O, [Na+], [OH-]. Yields the product O=C(c1ccccc1)c1ccnnc1. As a reaction SMILES: [CH2:1]([c:2]1[cH:3][cH:4][cH:5][cH:6][cH:7]1)[c:8]1[cH:9][n:10][n:11][cH:12][cH:13]1.[CH3:16][C:17](=[O:18])[OH:19].[Na+:15].[OH-:14]>>[C:1]([c:2]1[cH:3][cH:4][cH:5][cH:6][cH:7]1)([c:8]1[cH:9][n:10][n:11][cH:12][cH:13]1)=[O:14]. Starting materials: [H-].C(C(C)C)[Al+]CC(C)C (Di-isobutylaluminum hydride), CO (methanol), crude product, C(CCCCCCCCCCCCCCC)NC1=CC=C(C#N)C=C1 (p-hexadecylaminobenzonitrile), ice. Run in C1(=CC=CC=C1)C (toluene), ClCCl (dichloromethane). Run at time 30 minute. The product is C(CCCCCCCCCCCCCCC)NC1=CC=C(C=O)C=C1 (p-Hexadecylaminobenzaldehyde). As a reaction SMILES: [H-].C([Al+]CC(C)C)C(C)C.[CH2:11]([NH:27][C:28]1[CH:35]=[CH:34][C:31]([C:32]#N)=[CH:30][CH:29]=1)[CH2:12][CH2:13][CH2:14][CH2:15][CH2:16][CH2:17][CH2:18][CH2:19][CH2:20][CH2:21][CH2:22][CH2:23][CH2:24][CH2:25][CH3:26].C[OH:37]>C1(C)C=CC=CC=1.ClCCl>[CH2:11]([NH:27][C:28]1[CH:35]=[CH:34][C:31]([CH:32]=[O:37])=[CH:30][CH:29]=1)[CH2:12][CH2:13][CH2:14][CH2:15][CH2:16][CH2:17][CH2:18][CH2:19][CH2:20][CH2:21][CH2:22][CH2:23][CH2:24][CH2:25][CH3:26] |f:0.1|. Procedure: Di-isobutylaluminum hydride (54-ml., 25% solution in toluene) is added with stirring to a solution of p-hexadecylaminobenzonitrile (11.4 g.) under a nitrogen atmosphere. The temperature rises to 40° C. during the addition which takes 30 minutes and the reaction is then stirred for 1 hour. A solution of methanol in toluene (50 ml., 1:1) is added over 30 minutes and the mixture is poured into vigorously stirred ice-cold aqueous sulfuric acid (500 ml., 5%). After 10 minutes diatomaceous earth (30 g... The reactants are O (water), C([O-])([O-])=O.[Na+].[Na+] (sodium carbonate), BrC1=CC=CN2C1=NS(CC2)(=O)=O (9-bromo-3,4-dihydropyrido[2,1-c][1,2,4]thiadiazine 2,2-dioxide), C1(=CC=C(C=C1)B(O)O)C1=CC=CC=C1 (biphenyl-4-ylboronic acid). The reagents and catalysts are C=1C=CC(=CC1)[P](C=2C=CC=CC2)(C=3C=CC=CC3)[Pd]([P](C=4C=CC=CC4)(C=5C=CC=CC5)C=6C=CC=CC6)([P](C=7C=CC=CC7)(C=8C=CC=CC8)C=9C=CC=CC9)[P](C=1C=CC=CC1)(C=1C=CC=CC1)C=1C=CC=CC1 (Tetrakis(triphenylphosphine)palladium(0)). Run in COCCOC (1,2-dimethoxyethane). Conditions: temperature 100 celsius, time 8 hour. Yields the product C1(=CC=C(C=C1)C1=CC=CN2C1=NS(CC2)(=O)=O)C2=CC=CC=C2 (9-biphenyl-4-yl-3,4-dihydropyrido[2,1-c][1,2,4]thiadiazine 2,2-dioxide). The yield is 23.2%. As a reaction SMILES: C(=O)([O-])[O-].[Na+].[Na+].Br[C:8]1[C:13]2=[N:14][S:15](=[O:19])(=[O:18])[CH2:16][CH2:17][N:12]2[CH:11]=[CH:10][CH:9]=1.[C:20]1([C:29]2[CH:34]=[CH:33][CH:32]=[CH:31][CH:30]=2)[CH:25]=[CH:24][C:23](B(O)O)=[CH:22][CH:21]=1.O>COCCOC.C1C=CC([P]([Pd]([P](C2C=CC=CC=2)(C2C=CC=CC=2)C2C=CC=CC=2)([P](C2C=CC=CC=2)(C2C=CC=CC=2)C2C=CC=CC=2)[P](C2C=CC=CC=2)(C2C=CC=CC=2)C2C=CC=CC=2)(C2C=CC=CC=2)C2C=CC=CC=2)=CC=1>[C:20]1([C:29]2[CH:30]=[CH:31][CH:32]=[CH:33][CH:34]=2)[CH:25]=[CH:24][C:23]([C:8]2[C:13]3=[N:14][S:15](=[O:19])(=[O:18])[CH2:16][CH2:17][N:12]3[CH:11]=[CH:10][CH:9]=2)=[CH:22][CH:21]=1 |f:0.1.2,^1:45,47,66,85|. Procedure details: Tetrakis(triphenylphosphine)palladium(0) (32.9 mg) was added to a mixture of 2M aqueous sodium carbonate solution (0.428 mL), 9-bromo-3,4-dihydropyrido[2,1-c][1,2,4]thiadiazine 2,2-dioxide (150 mg) and biphenyl-4-ylboronic acid (135 mg) in 1,2-dimethoxyethane (5.701 mL). The reaction mixture was stirred under a nitrogen atmosphere at 100° C. overnight, added to water, and the mixture was extracted with ethyl acetate. The organic layer was washed with saturated brine, dried over anhydrous magnesi... Procedure details: Condensation of BocPro-Phe-Phe-PheNHNH2 (Example 1, 1.09 g.) and HGly-Leu-NleNH2 (0.70 g.) by the acyl azide method (Yajima et al., Chem. Pharm. Bull., vol. 19, p. 1900, 1971) gave BocPro-Phe-Phe-Gly-Leu-NleNH2 in 69% yield. De-t-butoxycarbonylation of BocPro-Phe-Phe-Gly-Leu-NleNH2 (1.0 g.) using hydrogen chloride in acetic acid gave HPro-Phe-Phe-Gly-Leu-NleNH2, which was isolated as the amorphous white solid phosphate (1:1) salt sesquihydrate in 65% yield. Yield: 69.0%. Product: N1([C@H](C(=O)N[C@@H](CC2=CC=CC=C2)C(=O)N[C@@H](CC2=CC=CC=C2)C(=O)NCC(=O)N[C@@H](CC(C)C)C(=O)N[C@@H](CCCC)C(=O)N)CCC1)C(=O)OC(C)(C)C (BocPro-Phe-Phe-Gly-Leu-NleNH2). Starting materials: N1([C@H](C(=O)N[C@@H](CC2=CC=CC=C2)C(=O)N[C@@H](CC2=CC=CC=C2)C(=O)N[C@@H](CC2=CC=CC=C2)C(=O)NN)CCC1)C(=O)OC(C)(C)C (BocPro-Phe-Phe-PheNHNH2), NCC(=O)N[C@@H](CC(C)C)C(=O)N[C@@H](CCCC)C(=O)N (HGly-Leu-NleNH2), acyl azide. Reaction SMILES: [N:1]1([C:43]([O:45][C:46]([CH3:49])([CH3:48])[CH3:47])=[O:44])[CH2:42][CH2:41][CH2:40][C@H:2]1[C:3]([NH:5][C@H:6]([C:14]([NH:16][C@H:17]([C:25]([NH:27][C@H:28]([C:36]([NH:38]N)=[O:37])CC1C=CC=CC=1)=[O:26])[CH2:18][C:19]1[CH:24]=[CH:23][CH:22]=[CH:21][CH:20]=1)=[O:15])[CH2:7][C:8]1[CH:13]=[CH:12][CH:11]=[CH:10][CH:9]=1)=[O:4].NCC(N[C@H:55]([C:60]([NH:62][C@H:63]([C:68]([NH2:70])=[O:69])[CH2:64][CH2:65][CH2:66][CH3:67])=[O:61])[CH2:56][CH:57]([CH3:59])[CH3:58])=O>>[N:1]1([C:43]([O:45][C:46]([CH3:48])([CH3:49])[CH3:47])=[O:44])[CH2:42][CH2:41][CH2:40][C@H:2]1[C:3]([NH:5][C@H:6]([C:14]([NH:16][C@H:17]([C:25]([NH:27][CH2:28][C:36]([NH:38][C@H:55]([C:60]([NH:62][C@H:63]([C:68]([NH2:70])=[O:69])[CH2:64][CH2:65][CH2:66][CH3:67])=[O:61])[CH2:56][CH:57]([CH3:58])[CH3:59])=[O:37])=[O:26])[CH2:18][C:19]1[CH:24]=[CH:23][CH:22]=[CH:21][CH:20]=1)=[O:15])[CH2:7][C:8]1[CH:13]=[CH:12][CH:11]=[CH:10][CH:9]=1)=[O:4]. The product is COC(=O)C(C)N(c1ccc(Cl)cc1)S(C)(=O)=O. The reactants are CS(=O)(=O)Cl, COC(=O)C(C)Nc1ccc(Cl)cc1, ClCCl. As a reaction SMILES: [CH3:15][S:16](=[O:17])(=[O:18])[Cl:19].[CH3:1][O:2][C:3]([CH:4]([NH:5][c:6]1[cH:7][cH:8][c:9]([Cl:12])[cH:10][cH:11]1)[CH3:13])=[O:14].[Cl:20][CH2:21][Cl:22]>>[CH3:1][O:2][C:3]([CH:4]([N:5]([c:6]1[cH:7][cH:8][c:9]([Cl:12])[cH:10][cH:11]1)[S:16]([CH3:15])(=[O:17])=[O:18])[CH3:13])=[O:14]. Reactants: CC(C)CC(N)C(=O)OC(C)(C)C, O=C(O)c1ccc(C2CC2)c(OCC2CC2)n1, Cl. Yields the product CC(C)CC(NC(=O)c1ccc(C2CC2)c(OCC2CC2)n1)C(=O)OC(C)(C)C. Reaction SMILES: [CH3:19][C:20]([CH3:21])([CH3:22])[O:23][C:24]([CH:25]([NH2:26])[CH2:27][CH:28]([CH3:29])[CH3:30])=[O:31].[CH:1]1([c:4]2[cH:5][cH:6][c:7]([C:15](=[O:16])[OH:17])[n:8][c:9]2[O:10][CH2:11][CH:12]2[CH2:13][CH2:14]2)[CH2:2][CH2:3]1.[ClH:18]>>[CH:1]1([c:4]2[cH:5][cH:6][c:7]([C:15](=[O:17])[NH:26][CH:25]([C:24]([O:23][C:20]([CH3:19])([CH3:21])[CH3:22])=[O:31])[CH2:27][CH:28]([CH3:29])[CH3:30])[n:8][c:9]2[O:10][CH2:11][CH:12]2[CH2:13][CH2:14]2)[CH2:2][CH2:3]1. Starting materials: [I-].CN1C=C(C2=CC=CC=C12)C=1SC=C(N1)C=1C=[N+](C=CC1)C (3-[2-(1-Methylindol-3-yl)-1,3-thiazol-4-yl]-1-methylpyridinium iodide), Cl (Hydrochloric acid), [BH4-].[Na+] (Sodium borohydride), [H][H] (hydrogen). The solvent is C(C)O (ethanol), O (water). Run at time 30 minute. Yields the product Cl.CN1C=C(C2=CC=CC=C12)C=1SC=C(N1)C=1C[NH+](CCC1)C (3-[2-(1-Methylindol-3-yl)-1,3-thiazol-4-yl]-1-methyl-1,2,5,6-tetrahydropyridinium hydrochloride). As a reaction SMILES: [I-].[CH3:2][N:3]1[C:11]2[C:6](=[CH:7][CH:8]=[CH:9][CH:10]=2)[C:5]([C:12]2[S:13][CH:14]=[C:15]([C:17]3[CH:18]=[N+:19]([CH3:23])[CH:20]=[CH:21][CH:22]=3)[N:16]=2)=[CH:4]1.[BH4-].[Na+].[H][H].[ClH:28]>C(O)C.O>[ClH:28].[CH3:2][N:3]1[C:11]2[C:6](=[CH:7][CH:8]=[CH:9][CH:10]=2)[C:5]([C:12]2[S:13][CH:14]=[C:15]([C:17]3[CH2:18][NH+:19]([CH3:23])[CH2:20][CH2:21][CH:22]=3)[N:16]=2)=[CH:4]1 |f:0.1,2.3,8.9|. Procedure: 3-[2-(1-Methylindol-3-yl)-1,3-thiazol-4-yl]-1-methylpyridinium iodide (0.8 g) was suspended in ethanol (20 ml) and water (1 ml). Sodium borohydride (0.1 g) was added in portions with much evolution of hydrogen. After 30 minutes the intense yellow coloration was replaced by a light brown hue. 5M Hydrochloric acid was added dropwise to quench excess sodium borohydride. The contents of the flask were poured onto a saturated solution of sodium bicarbonate which was extracted with dichloromethane (4×...